Dataset: the Open Reaction Database (ORD), a public repository of structured organic reaction records. Task: describe an organic reaction: reactants, conditions, products, and yield The reactants are C(CCCCCCCCC)(=O)Cl (decanoyl chloride), C[C@@H]1NC(OC1=O)=O ((S)-4-methyl-2, 5-oxazolidinedione), CN1CCOCC1 (N-methylmorpholine). Run in C(C)(=O)OCC (ethyl acetate), C(C)(=O)OCC (ethyl acetate). Conditions: time 2 hour. The product is C(CCCCCCCCC)(=O)N1C(OC([C@@H]1C)=O)=O ((S)-3-decanoyl-4-methyl-2,5-oxazolidinedione). Isolated yield 65.0%. As a reaction SMILES: [CH3:1][C@H:2]1[C:6](=[O:7])[O:5][C:4](=[O:8])[NH:3]1.[C:9](Cl)(=[O:19])[CH2:10][CH2:11][CH2:12][CH2:13][CH2:14][CH2:15][CH2:16][CH2:17][CH3:18].CN1CCOCC1>C(OCC)(=O)C>[C:9]([N:3]1[C@@H:2]([CH3:1])[C:6](=[O:7])[O:5][C:4]1=[O:8])(=[O:19])[CH2:10][CH2:11][CH2:12][CH2:13][CH2:14][CH2:15][CH2:16][CH2:17][CH3:18]. Procedure: (S)-4-methyl-2, 5-oxazolidinedione (L-alanine-NCA) (345 mg, 3 mmol) was dissolved in ethyl acetate (20 mL), followed by the addition of decanoyl chloride (744 mg, 3.9 mmol) under ice cooling. Further, a solution of N-methylmorpholine (394 mg, 3.9 mmol) in ethyl acetate (10 mL) was added dropwise under ice cooling over 20 minutes, and the resulting mixture was then stirred at the same temperature for 2 hours, the reaction mixture was treated in a similar manner as in Synthesis Process 5 of Exampl...